The task is: describe an organic reaction: reactants, conditions, products, and yield. This data is from the Open Reaction Database (ORD), a public repository of structured organic reaction records. Starting materials: CC(C)=O, CCOC(C)=O, O=C(CCl)Nc1ncc(Br)nc1Br, [I-], [Na+]. The product is O=C(CI)Nc1ncc(Br)nc1Br. RXN SMILES: [CH3:16][C:17](=[O:18])[CH3:19].[CH3:20][CH2:21][O:22][C:23](=[O:24])[CH3:25].[Cl:1][CH2:2][C:3](=[O:4])[NH:5][c:6]1[n:7][cH:8][c:9]([Br:13])[n:10][c:11]1[Br:12].[I-:15].[Na+:14]>>[CH2:2]([C:3](=[O:4])[NH:5][c:6]1[n:7][cH:8][c:9]([Br:13])[n:10][c:11]1[Br:12])[I:15]. Starting materials: CC1CCN(S(=O)(=O)c2ccc(Br)cc2)CC1, O=C([O-])[O-], CC(=O)[O-], COc1ccnc(CCc2nc3cc(I)cnc3[nH]2)c1, [Cl-], [K+], [K+], [K+], [Li+], C1COCCO1, O, [Pd], c1ccc(P(c2ccccc2)c2ccccc2)cc1, c1ccc(P(c2ccccc2)c2ccccc2)cc1, c1ccc(P(c2ccccc2)c2ccccc2)cc1, c1ccc(P(c2ccccc2)c2ccccc2)cc1. Yields the product COc1ccnc(CCc2nc3cc(-c4ccc(S(=O)(=O)N5CCC(C)CC5)cc4)cnc3[nH]2)c1. As a reaction SMILES: [Br:1][c:2]1[cH:3][cH:4][c:5]([S:8](=[O:9])(=[O:10])[N:11]2[CH2:12][CH2:13][CH:14]([CH3:17])[CH2:15][CH2:16]2)[cH:6][cH:7]1.[C:43](=[O:44])([O-:45])[O-:46].[CH3:19][C:20](=[O:21])[O-:22].[CH3:23][O:24][c:25]1[cH:26][c:27]([CH2:31][CH2:32][c:33]2[n:34][c:35]3[c:36]([n:37][cH:38][c:39]([I:41])[cH:40]3)[nH:42]2)[n:28][cH:29][cH:30]1.[Cl-:50].[K+:18].[K+:47].[K+:48].[Li+:49].[O:51]1[CH2:52][CH2:53][O:54][CH2:55][CH2:56]1.[OH2:57].[Pd:58].[c:116]1([P:117]([c:118]2[cH:119][cH:120][cH:121][cH:122][cH:123]2)[c:124]2[cH:125][cH:126][cH:127][cH:128][cH:129]2)[cH:130][cH:131][cH:132][cH:133][cH:134]1.[c:59]1([P:60]([c:61]2[cH:62][cH:63][cH:64][cH:65][cH:66]2)[c:67]2[cH:68][cH:69][cH:70][cH:71][cH:72]2)[cH:73][cH:74][cH:75][cH:76][cH:77]1.[c:78]1([P:79]([c:80]2[cH:81][cH:82][cH:83][cH:84][cH:85]2)[c:86]2[cH:87][cH:88][cH:89][cH:90][cH:91]2)[cH:92][cH:93][cH:94][cH:95][cH:96]1.[c:97]1([P:98]([c:99]2[cH:100][cH:101][cH:102][cH:103][cH:104]2)[c:105]2[cH:106][cH:107][cH:108][cH:109][cH:110]2)[cH:111][cH:112][cH:113][cH:114][cH:115]1>>[c:2]1(-[c:39]2[cH:38][n:37][c:36]3[c:35]([n:34][c:33]([CH2:32][CH2:31][c:27]4[cH:26][c:25]([O:24][CH3:23])[cH:30][cH:29][n:28]4)[nH:42]3)[cH:40]2)[cH:3][cH:4][c:5]([S:8](=[O:9])(=[O:10])[N:11]2[CH2:12][CH2:13][CH:14]([CH3:17])[CH2:15][CH2:16]2)[cH:6][cH:7]1.